Dataset: the Open Reaction Database (ORD), a public repository of structured organic reaction records. Task: describe an organic reaction: reactants, conditions, products, and yield Reactants: three, C1=CC=CC2=C1C(NC1=C(O2)C=CC=C1)=O (10,11-dihydro dibenz[b,f][1,4]oxazepine-11-one), [H-].[H-].[H-].[H-].[Li+].[Al+3] (LAH), O (water), S(=O)(=O)([O-])[O-].[Na+].[Na+] (sodium sulfate). The solvent is C1CCOC1 (THF), C1CCOC1 (THF). The product is C1=CC=CC2=C1CNC1=C(O2)C=CC=C1 (10,11-Dihydro dibenz[b,f][1,4]oxazepine). The yield is 97.4%. As a reaction SMILES: [H-].[H-].[H-].[H-].[Li+].[Al+3].[CH:7]1[C:12]2[C:13](=O)[NH:14][C:15]3[CH:21]=[CH:20][CH:19]=[CH:18][C:16]=3[O:17][C:11]=2[CH:10]=[CH:9][CH:8]=1.O.S([O-])([O-])(=O)=O.[Na+].[Na+]>C1COCC1>[CH:7]1[C:12]2[CH2:13][NH:14][C:15]3[CH:21]=[CH:20][CH:19]=[CH:18][C:16]=3[O:17][C:11]=2[CH:10]=[CH:9][CH:8]=1 |f:0.1.2.3.4.5,8.9.10|. Procedure: In a one liter three neck flask (argon atmosphere) was placed 50 ml of dry THF and 7.97 g (0.21 mole) of LAH. The suspension was stirred and a warm suspension of 29.57 g (0.14 mole) of 10,11-dihydro dibenz[b,f][1,4]oxazepine-11-one (Aldrich) in 500 ml of THF was added in a slow stream. The reaction mixture was stirred and heated to reflux for 3 hr. The reaction mixture was cooled and cautiously treated with 15 ml of water and 15 ml of saturated sodium sulfate solution. The mixture was stirred an... Reactants: ClC1=C2C=CC=NC2=C(C(=C1)C(C)=O)N1CC(CC1)C1=CC=CC=C1 (1-[5-chloro-8-(3-phenylpyrrolidin-1-yl)quinolin-7-yl]ethanone), C(C)(=O)[O-].[NH4+] (ammonium acetate), C(#N)[BH3-].[Na+] (sodium cyanoborohydride), O1CCCC1 (tetrahydrofuran). Solvent: CO (methanol), C(C)#N (acetonitrile). Reaction conditions: temperature 65 celsius. The product is ClC1=C2C=CC=NC2=C(C(=C1)C(C)N)N1CC(CC1)C1=CC=CC=C1 (1-[5-Chloro-8-(3-phenylpyrrolidin-1-yl)quinolin-7-yl]ethanamine). Reaction SMILES: [Cl:1][C:2]1[CH:11]=[C:10]([C:12](=O)[CH3:13])[C:9]([N:15]2[CH2:19][CH2:18][CH:17]([C:20]3[CH:25]=[CH:24][CH:23]=[CH:22][CH:21]=3)[CH2:16]2)=[C:8]2[C:3]=1[CH:4]=[CH:5][CH:6]=[N:7]2.C([O-])(=O)C.[NH4+].C([BH3-])#[N:32].[Na+].O1CCCC1>CO.C(#N)C>[Cl:1][C:2]1[CH:11]=[C:10]([CH:12]([NH2:32])[CH3:13])[C:9]([N:15]2[CH2:19][CH2:18][CH:17]([C:20]3[CH:25]=[CH:24][CH:23]=[CH:22][CH:21]=3)[CH2:16]2)=[C:8]2[C:3]=1[CH:4]=[CH:5][CH:6]=[N:7]2 |f:1.2,3.4|. Procedure: A mixture of 1-[5-chloro-8-(3-phenylpyrrolidin-1-yl)quinolin-7-yl]ethanone (0.0226 g, 0.0644 mmol) and ammonium acetate (0.0496 g, 0.644 mmol) in methanol (0.3 mL) and acetonitrile (0.3 mL) was heated at 65° C. in a sealed tube for 1 hour. After cooling to room temperature, to the resulting mixture was added 1.0 M sodium cyanoborohydride in tetrahydrofuran (0.16 mL, 0.16 mmol). The reaction was heated at 65° C. overnight. The mixture was cooled to room temperature, quenched with sat. NaHCO3 solu... The reactants are ClC1=CC=C(C=N1)C(=O)Cl (6-chloropyrid-3-ylcarbonyl chloride), NC=1C=C(C=CC1C)NC(CCC1CCCCC1)=O (N-(3-amino-4-methylphenyl)-3-cyclohexylpropionamide). Yields the product ClC1=CC=C(C=N1)C(=O)NC1=C(C=CC(=C1)NC(CCC1CCCCC1)=O)C (6-chloro-N-[5-(3-cyclohexylpropionamido)-2-methylphenyl]pyridine-3-carboxamide). RXN SMILES: [Cl:1][C:2]1[N:7]=[CH:6][C:5]([C:8](Cl)=[O:9])=[CH:4][CH:3]=1.[NH2:11][C:12]1[CH:13]=[C:14]([NH:19][C:20](=[O:29])[CH2:21][CH2:22][CH:23]2[CH2:28][CH2:27][CH2:26][CH2:25][CH2:24]2)[CH:15]=[CH:16][C:17]=1[CH3:18]>>[Cl:1][C:2]1[N:7]=[CH:6][C:5]([C:8]([NH:11][C:12]2[CH:13]=[C:14]([NH:19][C:20](=[O:29])[CH2:21][CH2:22][CH:23]3[CH2:28][CH2:27][CH2:26][CH2:25][CH2:24]3)[CH:15]=[CH:16][C:17]=2[CH3:18])=[O:9])=[CH:4][CH:3]=1. Procedure: Using an analogous procedure to that described in Example 3, 6-chloropyrid-3-ylcarbonyl chloride was reacted with N-(3-amino-4-methylphenyl)-3-cyclohexylpropionamide (J. Med. Chem. 1996, 39, 3343-3356) to give the title compound; Mass Spectrum: M+H+ 400. Starting materials: CN(C)C=O, Clc1noc(-c2ccccc2)c1Cl, [H-], OC1CN2CCC1CC2, [Na+]. Yields the product Clc1c(OC2CN3CCC2CC3)noc1-c1ccccc1. Reaction SMILES: [CH3:25][N:26]([CH3:27])[CH:28]=[O:29].[Cl:12][c:13]1[n:14][o:15][c:16](-[c:19]2[cH:20][cH:21][cH:22][cH:23][cH:24]2)[c:17]1[Cl:18].[H-:10].[N:1]12[CH2:2][CH:3]([OH:9])[CH:4]([CH2:5][CH2:6]1)[CH2:7][CH2:8]2.[Na+:11]>>[N:1]12[CH2:2][CH:3]([O:9][c:13]3[n:14][o:15][c:16](-[c:19]4[cH:20][cH:21][cH:22][cH:23][cH:24]4)[c:17]3[Cl:18])[CH:4]([CH2:5][CH2:6]1)[CH2:7][CH2:8]2. Reactants: Br, O=C([O-])O, COc1ccccc1C(=O)c1cc(Cl)ccc1N, [Na+]. The product is Nc1ccc(Cl)cc1C(=O)c1ccccc1O. As a reaction SMILES: [BrH:24].[C:19](=[O:20])([OH:21])[O-:22].[NH2:1][c:2]1[c:3]([C:4](=[O:5])[c:6]2[c:7]([O:12][CH3:13])[cH:8][cH:9][cH:10][cH:11]2)[cH:14][c:15]([Cl:18])[cH:16][cH:17]1.[Na+:23]>>[NH2:1][c:2]1[c:3]([C:4](=[O:5])[c:6]2[c:7]([OH:12])[cH:8][cH:9][cH:10][cH:11]2)[cH:14][c:15]([Cl:18])[cH:16][cH:17]1. Reaction SMILES: CC1C=C(C=C(C)C=1)C([N:7](C)[C@:8](C)([C:21]([OH:23])=O)[CH2:9][C:10]1[CH:15]=[CH:14][C:13]([C:16]2[CH:20]=[CH:19][S:18][CH:17]=2)=[CH:12][CH:11]=1)=O.Cl.[CH3:31][O:32][C:33](=[O:46])[C@H:34]([CH2:36][C:37]1[C:45]2[C:40](=[CH:41][CH:42]=[CH:43][CH:44]=2)[NH:39][CH:38]=1)[NH2:35].ON1C2C=CC=CC=2N=N1.CN(C)CCCN=C=NCC>CN(C=O)C.C(OCC)(=O)C>[CH3:31][O:32][C:33](=[O:46])[C@H:34]([CH2:36][C:37]1[C:45]2[C:40](=[CH:41][CH:42]=[CH:43][CH:44]=2)[NH:39][CH:38]=1)[NH:35][C:21](=[O:23])[C@H:8]([CH2:9][C:10]1[CH:11]=[CH:12][C:13]([C:16]2[CH:20]=[CH:19][S:18][CH:17]=2)=[CH:14][CH:15]=1)[NH2:7] |f:1.2|. Run in CN(C)C=O (DMF), C(C)(=O)OCC (ethyl acetate). Run at temperature 0 celsius, time 2 hour. Product: COC([C@@H](NC([C@@H](N)CC1=CC=C(C=C1)C1=CSC=C1)=O)CC1=CNC2=CC=CC=C12)=O (3-[4-(3-thienyl)phenyl]alanyl-tryptophan methyl ester). Procedure: To a solution of N-(3,5-dimethylbenzoyl)-N-methyl-2-methyl-3-[4-(3-thienyl)phenyl]alanine (135 mg, 0.33 mmol) in DMF are successively added tryptophan methyl ester hydrochloride (110 ml, 0.43 mmol), 1-Hydroxybenzotriazole (58 mg, 0.43 mmol), and 1-(3-dimethylaminopropyl)-3-ethylcarbodiimide (5.46M solution) 79μ, 0.43 mmol) at 0° C. under nitrogen atomosphere. The reaction mixture is allowed to stir at 0° C. for 2 h, then at room temperature overnight. The mixture is diluted with ethyl acetate an... Starting materials: CC=1C=C(C(=O)N([C@@](CC2=CC=C(C=C2)C2=CSC=C2)(C(=O)O)C)C)C=C(C1)C (N-(3,5-dimethylbenzoyl)-N-methyl-2-methyl-3-[4-(3-thienyl)phenyl]alanine), CN(CCCN=C=NCC)C (1-(3-dimethylaminopropyl)-3-ethylcarbodiimide), Cl.COC([C@@H](N)CC1=CNC2=CC=CC=C12)=O (tryptophan methyl ester hydrochloride), ON1N=NC2=C1C=CC=C2 (1-Hydroxybenzotriazole). Yield: 54.2%.